From a dataset of the Open Reaction Database (ORD), a public repository of structured organic reaction records. describe an organic reaction: reactants, conditions, products, and yield Reactants: O1[C@H](C1)COC=1C=C(C=CC1)C1=NOC2=NC=CC=C21 ((R)-3-(3-oxiranylmethoxy-phenyl)-isoxazolo[5,4-b]pyridine), N1(CCNCC1)C1=NC=CC=N1 (2-piperazin-1-yl-pyrimidine). Reaction SMILES: [O:1]1[CH2:3][C@@H:2]1[CH2:4][O:5][C:6]1[CH:7]=[C:8]([C:12]2[C:20]3[C:15](=[N:16][CH:17]=[CH:18][CH:19]=3)[O:14][N:13]=2)[CH:9]=[CH:10][CH:11]=1.[N:21]1([C:27]2[N:32]=[CH:31][CH:30]=[CH:29][N:28]=2)[CH2:26][CH2:25][NH:24][CH2:23][CH2:22]1>CN(C)C=O.C(O)C>[O:14]1[C:15]2=[N:16][CH:17]=[CH:18][CH:19]=[C:20]2[C:12]([C:8]2[CH:7]=[C:6]([CH:11]=[CH:10][CH:9]=2)[O:5][CH2:4][C@H:2]([OH:1])[CH2:3][N:24]2[CH2:25][CH2:26][N:21]([C:27]3[N:28]=[CH:29][CH:30]=[CH:31][N:32]=3)[CH2:22][CH2:23]2)=[N:13]1. Solvent: CN(C=O)C (dimethylformamide), C(C)O (ethanol), C(C)O (ethanol). Reported procedure: The title compound is prepared from a mixture of (R)-3-(3-oxiranylmethoxy-phenyl)-isoxazolo[5,4-b]pyridine in dimethylformamide and ethanol and 2-piperazin-1-yl-pyrimidine in ethanol essentially as described above in Example 102. Purity by LC/MS=100%, [M+H]+=433. Yields the product O1N=C(C=2C1=NC=CC2)C=2C=C(OC[C@@H](CN1CCN(CC1)C1=NC=CC=N1)O)C=CC2 ((R)-1-(3-isoxazolo[5,4-b]pyridin-3-yl-phenoxy)-3-(4-pyrimidin-2-yl-piperazin-1-yl)-propan-2-ol). Starting materials: COC1=CC(CC(C1)(C)C)=O (3-methoxy-5,5-dimethyl-cyclohex-2-enone), solution, [H-].[H-].[H-].[H-].[Li+].[Al+3] (LiAlH4). The solvent is O1CCCC1 (tetrahydrofuran), O1CCCC1 (tetrahydrofuran). Conditions: time 4 hour. The product is CC1(CC=CC(C1)=O)C (5,5-dimethyl-cyclohex-2-enone). As a reaction SMILES: C[O:2][C:3]1[CH2:8][C:7]([CH3:10])([CH3:9])[CH2:6][C:5](=O)[CH:4]=1.[H-].[H-].[H-].[H-].[Li+].[Al+3]>O1CCCC1>[CH3:9][C:7]1([CH3:10])[CH2:8][C:3](=[O:2])[CH:4]=[CH:5][CH2:6]1 |f:1.2.3.4.5.6|. Reported procedure: A solution of 3-methoxy-5,5-dimethyl-cyclohex-2-enone (80 g, 0.52 mol) in anhydrous tetrahydrofuran (270 mL) was treated dropwise with a 1M solution of LiAlH4 in tetrahydrofuran (182 mL), under argon atmosphere and keeping the temperature of the reaction between 0° C. and 5° C. The temperature was allowed to rise to 25° C. and the mixture was stirred for 4 hours. The resulting slurry was cooled with an ice bath, quenched with ethyl acetate (30 mL) and poured with caution into a cooled 2 M H2SO4 ... The reactants are N1=CC=CC=C1 (pyridine), ClCC1=CC=C(C(=O)NC=2C(=CC=C(C2)NC2=NC=CC(=N2)C=2C=NC=CC2)C)C=C1 (N-(5-(4-chloromethylbenzoylamino)-4-methylphenyl)-4-(3-pyridyl)-2-pyrimidine-amine), CN1CCNCCC1 (N-methylhomopiperazine). Run in O1CCCC1 (tetrahydrofuran). Reaction conditions: time 30 minute. The product is CN1CCN(CCC1)CC1=CC=C(C(=O)NC2=C(C=CC(=C2)NC2=NC=CC(=N2)C=2C=NC=CC2)C)C=C1 (4-(4-methylhomopiperazin-1-ylmethyl)-N-[2-methyl-5-(4-(pyridin-3-yl)pyrimidin-2-yl)aminophenyl]benzamide). Isolated yield 67.7%. RXN SMILES: Cl[CH2:2][C:3]1[CH:31]=[CH:30][C:6]([C:7]([NH:9][C:10]2[C:11]([CH3:29])=[CH:12][CH:13]=[C:14]([NH:16][C:17]3[N:22]=[C:21]([C:23]4[CH:24]=[N:25][CH:26]=[CH:27][CH:28]=4)[CH:20]=[CH:19][N:18]=3)[CH:15]=2)=[O:8])=[CH:5][CH:4]=1.N1C=CC=CC=1.[CH3:38][N:39]1[CH2:45][CH2:44][CH2:43][NH:42][CH2:41][CH2:40]1>O1CCCC1>[CH3:38][N:39]1[CH2:45][CH2:44][CH2:43][N:42]([CH2:2][C:3]2[CH:31]=[CH:30][C:6]([C:7]([NH:9][C:10]3[CH:15]=[C:14]([NH:16][C:17]4[N:22]=[C:21]([C:23]5[CH:24]=[N:25][CH:26]=[CH:27][CH:28]=5)[CH:20]=[CH:19][N:18]=4)[CH:13]=[CH:12][C:11]=3[CH3:29])=[O:8])=[CH:5][CH:4]=2)[CH2:41][CH2:40]1. Reported procedure: N-(5-(4-chloromethylbenzoylamino)-4-methylphenyl)-4-(3-pyridyl)-2-pyrimidine-amine (1.5 g, 3.49 mmol) was dissolved in tetrahydrofuran (30 ml), pyridine (560 μl, 6.98 mmol) was added, and the mixture was stirred for 30 minutes. N-methylhomopiperazine (660 μl, 5.23 mmol) was added thereto, and the resulting mixture was refluxed for 12 hours and then filtered. The filtrate was concentrated and crystallized from dimethylether to give 4-(4-methylhomopiperazin-1-ylmethyl)-N-[2-methyl-5-(4-(pyridin-3-... Reactants: CN(C=O)C (N,N-Dimethyl formamide), C1CC2=C3C(=CC=C2)CCCN3C1 (julolidine), P(=O)(Cl)(Cl)Cl (phosphorus oxychloride), CN(C=O)C (N,N-dimethyl formamide), CN(C1=CC=CC=C1)C (N,N-dimethylaniline). Run at time 10 minute. Product: C1CC2=CC(=CC3=C2N(C1)CCC3)C=O (9-Julolidine Carboxaldehyde). RXN SMILES: [CH2:1]1[CH2:13][N:12]2[C:4]3[C:5]([CH2:9][CH2:10][CH2:11]2)=[CH:6][CH:7]=[CH:8][C:3]=3[CH2:2]1.P(Cl)(Cl)(Cl)=O.CN(C)C1C=CC=CC=1.CN(C)[CH:30]=[O:31]>>[CH2:10]1[CH2:11][N:12]2[CH2:13][CH2:1][CH2:2][C:3]3=[C:4]2[C:5](=[CH:6][C:7]([CH:30]=[O:31])=[CH:8]3)[CH2:9]1. Reported procedure: 9-JA is synthesized by the formulation julolidine with phosphorus oxychloride in N,N-dimethyl formamide by a procedure similar to that described for the formulation of N,N-dimethylaniline (Organic Synthesis, Coll. Vol. 4, Wiley, New York, 1963, pp 331-333). N,N-Dimethyl formamide (45 mL) is added to a round bottom flask fitted with a magnetic stirrer, pressure equalizing dropping funnel, and a Claisen head whose sidearm was fitted with a drying tube. The flask is flushed with dry nitrogen and th... The reactants are NC=1SC=C(N1)C(C(=O)NC1[C@@H]2N(C(=CCS2)C(=O)O)C1=O)=NOC (7-[2-(2-Aminothiazol-4-yl)-2-methoxyiminoacetamido]-3-cephem-4-carboxylic acid), [OH-].[Ca+2].[OH-] (calcium hydroxide). The solvent is O (water). Run at time 10 minute. Product: NC=1SC=C(N1)C(C(=O)NC1[C@@H]2N(C(=CCS2)C(=O)[O-])C1=O)=NOC.[Ca+2].NC=1SC=C(N1)C(C(=O)NC1[C@@H]2N(C(=CCS2)C(=O)[O-])C1=O)=NOC (calcium 7-[2-(2-aminothiazol-4-yl)-2-methoxyiminoacetamido]-3-cephem-4-carboxylate). As a reaction SMILES: [NH2:1][C:2]1[S:3][CH:4]=[C:5]([C:7](=[N:23][O:24][CH3:25])[C:8]([NH:10][CH:11]2[C:21](=[O:22])[N:13]3[C:14]([C:18]([OH:20])=[O:19])=[CH:15][CH2:16][S:17][C@H:12]23)=[O:9])[N:6]=1.[OH-].[Ca+2:27].[OH-]>O>[NH2:1][C:2]1[S:3][CH:4]=[C:5]([C:7](=[N:23][O:24][CH3:25])[C:8]([NH:10][CH:11]2[C:21](=[O:22])[N:13]3[C:14]([C:18]([O-:20])=[O:19])=[CH:15][CH2:16][S:17][C@H:12]23)=[O:9])[N:6]=1.[Ca+2:27].[NH2:1][C:2]1[S:3][CH:4]=[C:5]([C:7](=[N:23][O:24][CH3:25])[C:8]([NH:10][CH:11]2[C:21](=[O:22])[N:13]3[C:14]([C:18]([O-:20])=[O:19])=[CH:15][CH2:16][S:17][C@H:12]23)=[O:9])[N:6]=1 |f:1.2.3,5.6.7|. Procedure: 7-[2-(2-Aminothiazol-4-yl)-2-methoxyiminoacetamido]-3-cephem-4-carboxylic acid (syn isomer), 1.15 g.) was added to an aqueous solution of calcium hydroxide (0.111 g.) in water (100 ml.), and the solution was stirred at room temperature for 10 minutes. After the solution was filtered, the filtrate was lyophilized to give calcium 7-[2-(2-aminothiazol-4-yl)-2-methoxyiminoacetamido]-3-cephem-4-carboxylate (syn isomer, 1.2 g.). Starting materials: C1(CCC(=O)O1)=O (succinic anhydride), C(C)(=O)NC=1C=C2C(C(=C(OC2=CC1)C1=CC=C(C=C1)OCC1=CC=CC=C1)O)=O (6-Acetamido-4′-benzyloxyflavonol). Run in N1=CC=CC=C1 (pyridine), O (Water), O (water), Cl (HCl), C(C)(=O)O (acetic acid), Cl (HCl). Reaction conditions: time 4 hour. Yields the product OC1=CC=C(C=2OC3=CC=C(C=C3C(C2O)=O)NC(=O)CCC(=O)O)C=C1 (4′-Hydroxy-6-(hydroxycarbonylethylcarbonylamino)flavonol). Isolated yield 38.3%. As a reaction SMILES: [C:1]([NH:4][C:5]1[CH:6]=[C:7]2[C:12](=[CH:13][CH:14]=1)[O:11][C:10]([C:15]1[CH:20]=[CH:19][C:18]([O:21]CC3C=CC=CC=3)=[CH:17][CH:16]=1)=[C:9]([OH:29])[C:8]2=[O:30])(=[O:3])[CH3:2].C1(=O)[O:36][C:34](=[O:35])[CH2:33]C1>Cl.C(O)(=O)C.O.N1C=CC=CC=1>[OH:21][C:18]1[CH:17]=[CH:16][C:15]([C:10]2[O:11][C:12]3[C:7]([C:8](=[O:30])[C:9]=2[OH:29])=[CH:6][C:5]([NH:4][C:1]([CH2:2][CH2:33][C:34]([OH:36])=[O:35])=[O:3])=[CH:14][CH:13]=3)=[CH:20][CH:19]=1. Procedure: A mixture of the protected flavonol (11) (600 mg, 1.49 mmol) in aqueous HCl (36%, 38 mL) and acetic acid (38 mL) was heated under reflux for 2 h. The mixture was then cooled on ice and diluted with water. The resulting suspension was centrifuged and the collected solid washed with water, then freeze-dried to afford the salt as a crude yellow solid (457 mg). A mixture of the crude yellow product and succinic anhydride (179 mg, 1.79 mmol) in pyridine was stirred at room temperature for 4 h. Water ... The reactants are [Na+].[Cl-] (NaCl), C(C)(C)(C)OC(N[C@@H]1C(O[C@H]([C@@H]([C@H](CCC1)CCO[Si](C)(C)C(C)(C)C)OC1=CC=CC=C1)C)=O)=O (tert-butyl((3S,7R,8R,9S)-7-(2-((tert-butyldimethylsilyl)-oxy)ethyl)-9-methyl-2-oxo-8-phenoxyoxonan-3-yl)carbamate), solution, CCCC[N+](CCCC)(CCCC)CCCC.[F-] (TBAF). The solvent is C1CCOC1 (THF), C1CCOC1 (THF). Run at time 4 hour. Product: C(C)(C)(C)OC(N[C@@H]1C(O[C@H]([C@@H]([C@H](CCC1)CCO)OC1=CC=CC=C1)C)=O)=O (tert-butyl((3S,7R,8R,9S)-7-(2-hydroxyethyl)-9-methyl-2-oxo-8-phenoxyoxonan-3-yl)carbamate). Isolated yield 82.9%. RXN SMILES: [C:1]([O:5][C:6](=[O:36])[NH:7][C@H:8]1[CH2:16][CH2:15][CH2:14][C@H:13]([CH2:17][CH2:18][O:19][Si](C(C)(C)C)(C)C)[C@@H:12]([O:27][C:28]2[CH:33]=[CH:32][CH:31]=[CH:30][CH:29]=2)[C@H:11]([CH3:34])[O:10][C:9]1=[O:35])([CH3:4])([CH3:3])[CH3:2].CCCC[N+](CCCC)(CCCC)CCCC.[F-].[Na+].[Cl-]>C1COCC1>[C:1]([O:5][C:6](=[O:36])[NH:7][C@H:8]1[CH2:16][CH2:15][CH2:14][C@H:13]([CH2:17][CH2:18][OH:19])[C@@H:12]([O:27][C:28]2[CH:29]=[CH:30][CH:31]=[CH:32][CH:33]=2)[C@H:11]([CH3:34])[O:10][C:9]1=[O:35])([CH3:3])([CH3:2])[CH3:4] |f:1.2,3.4|. Procedure: To a solution of tert-butyl((3S,7R,8R,9S)-7-(2-((tert-butyldimethylsilyl)-oxy)ethyl)-9-methyl-2-oxo-8-phenoxyoxonan-3-yl)carbamate (3.01 g, 5.77 mmol) in anhydrous THF (58 mL) was added a 1M solution of TBAF in THF (8.65 ml, 8.65 mmol). The resulting yellow solution was stirred at room temperature for 4 h, poured into 100 mL ½ saturated NaCl solution, and extracted with EtOAc (3×50 mL). The organic extracts were combined, dried over MgSO4, filtered, and concentrated to provide a light yellow oil... Procedure details: To a stirred solution of cyclopentanecarboxylic acid (1.14 g, 10 mmol) in DMF (15 mL) is added K2CO3 (2.07 g, 15 mmol) and benzyl bromide (1.71 g, 10 mmol). The suspension is stirred at room temperature for 18 hours. The mixture is quenched with water and extracted with ethyl acetate. The organic layer is washed with water, brine, dried over MgSO4 and filtered. The solvent is removed under reduced pressure and the residue is purified by flash chromatography (heptane:EtOAc, 10:1) to give cyclopen... Starting materials: C1(CCCC1)C(=O)O (cyclopentanecarboxylic acid), C(=O)([O-])[O-].[K+].[K+] (K2CO3), C(C1=CC=CC=C1)Br (benzyl bromide). Product: C(C1=CC=CC=C1)OC(=O)C1CCCC1 (cyclopentanecarboxylic acid benzyl ester). Reaction conditions: time 18 hour. Reaction SMILES: [CH:1]1([C:6]([OH:8])=[O:7])[CH2:5][CH2:4][CH2:3][CH2:2]1.C([O-])([O-])=O.[K+].[K+].[CH2:15](Br)[C:16]1[CH:21]=[CH:20][CH:19]=[CH:18][CH:17]=1>CN(C=O)C>[CH2:15]([O:7][C:6]([CH:1]1[CH2:5][CH2:4][CH2:3][CH2:2]1)=[O:8])[C:16]1[CH:21]=[CH:20][CH:19]=[CH:18][CH:17]=1 |f:1.2.3|. The solvent is CN(C)C=O (DMF).